Dataset: the Open Reaction Database (ORD), a public repository of structured organic reaction records. Task: describe an organic reaction: reactants, conditions, products, and yield Starting materials: C1(=CC=C(C=C1)S(=O)(=O)Cl)C1=CC=CC=C1 (4-biphenylsulfonyl chloride), NC1=C(C(=NO1)C)C (5-amino-3,4-dimethylisoxazole). Reagents/catalysts: CN(C1=CC=NC=C1)C (4-(dimethyl)aminopyridine). The solvent is N1=CC=CC=C1 (pyridine). Conditions: time 4 hour. Product: CC1=NOC(=C1C)NS(=O)(=O)C1=CC=C(C=C1)C1=CC=CC=C1 (N-(3,4-Dimethyl-5-isoxazolyl)-4-biphenylsulfonamide). Isolated yield 45.0%. Reaction SMILES: [C:1]1([C:11]2[CH:16]=[CH:15][CH:14]=[CH:13][CH:12]=2)[CH:6]=[CH:5][C:4]([S:7](Cl)(=[O:9])=[O:8])=[CH:3][CH:2]=1.[NH2:17][C:18]1[O:22][N:21]=[C:20]([CH3:23])[C:19]=1[CH3:24]>CN(C)C1C=CN=CC=1.N1C=CC=CC=1>[CH3:23][C:20]1[C:19]([CH3:24])=[C:18]([NH:17][S:7]([C:4]2[CH:5]=[CH:6][C:1]([C:11]3[CH:16]=[CH:15][CH:14]=[CH:13][CH:12]=3)=[CH:2][CH:3]=2)(=[O:9])=[O:8])[O:22][N:21]=1. Reported procedure: The 4-biphenylsulfonyl chloride from step (a) was added to a solution of 5-amino-3,4-dimethylisoxazole (250 mg, 2.2 mmol) and 4-(dimethyl)aminopyridine (5 mg) in dry pyridine (2.0 ml). The reaction mixture was stirred at room temperature for 4 h. Pyridine was removed under reduced pressure and the residue was partitioned between water and ethyl acetate. The organic layer was washed with 1N HCl (2×25 ml), brine (25 ml) and dried over anhydrous magnesium sulfate. Evaporation of the solvents left a... The reactants are C(C1=CC=CC=C1)OC1=C(C=CC=C1C=O)C1=CC=CC=C1 (2-(benzyloxy)biphenyl-3-carbaldehyde), BrC=1C(=C(C=CC1)C1=CC=CC=C1)OC (3-Bromo-2-methoxybiphenyl), C(CCC)[Li] (n-butyllithium), hexanes, [Cl-].[NH4+] (ammonium chloride). Run in O1CCCC1 (tetrahydrofuran), O1CCCC1 (tetrahydrofuran). Run at time 1 hour. Product: C(C1=CC=CC=C1)OC1=C(C=CC=C1C(O)C=1C(=C(C=CC1)C1=CC=CC=C1)OC)C1=CC=CC=C1 ((2-(Benzyloxy)biphenyl-3-yl)(2-methoxybiphenyl-3-yl)methanol). Reaction SMILES: Br[C:2]1[C:3]([O:14][CH3:15])=[C:4]([C:8]2[CH:13]=[CH:12][CH:11]=[CH:10][CH:9]=2)[CH:5]=[CH:6][CH:7]=1.C([Li])CCC.[CH2:21]([O:28][C:29]1[C:34]([CH:35]=[O:36])=[CH:33][CH:32]=[CH:31][C:30]=1[C:37]1[CH:42]=[CH:41][CH:40]=[CH:39][CH:38]=1)[C:22]1[CH:27]=[CH:26][CH:25]=[CH:24][CH:23]=1.[Cl-].[NH4+]>O1CCCC1>[CH2:21]([O:28][C:29]1[C:34]([CH:35]([C:2]2[C:3]([O:14][CH3:15])=[C:4]([C:8]3[CH:9]=[CH:10][CH:11]=[CH:12][CH:13]=3)[CH:5]=[CH:6][CH:7]=2)[OH:36])=[CH:33][CH:32]=[CH:31][C:30]=1[C:37]1[CH:42]=[CH:41][CH:40]=[CH:39][CH:38]=1)[C:22]1[CH:23]=[CH:24][CH:25]=[CH:26][CH:27]=1 |f:3.4|. Reported procedure: A solution of 2 (0.91 g, 3.46 mmol) in anhydrous tetrahydrofuran (15 mL) was stirred under nitrogen at −78° C. and 2.5M n-butyllithium in hexanes (1.38 mL, 3.46 mmol) was added at such a rate that the temperature did not exceed −70° C. Stirring was continued at −78° C. for 1 hr when a solution of 2-(benzyloxy)biphenyl-3-carbaldehyde (1.0 g, 3.46 mmol) in tetrahydrofuran (5 mL) was added at such a rate that the temperature did not exceed −65° C. Stirring was continued at −78° C. for 20 min, then ... As a reaction SMILES: Br[C:2]1[CH:7]=[CH:6][C:5]([N+:8]([O-:10])=[O:9])=[CH:4][N:3]=1.[NH:11]1[CH2:16][CH2:15][NH:14][CH2:13][CH2:12]1>O1CCCC1>[N+:8]([C:5]1[CH:6]=[CH:7][C:2]([N:11]2[CH2:16][CH2:15][NH:14][CH2:13][CH2:12]2)=[N:3][CH:4]=1)([O-:10])=[O:9]. Yields the product [N+](=O)([O-])C=1C=CC(=NC1)N1CCNCC1 (1-(5-nitropyridin-2-yl)piperazine). Reported procedure: 2-Bromo-5-nitropyridine (0.3 g, 1.48 mmol) was treated with piperazine (0.64 g, 7.89 mmol) in tetrahydrofuran (4 ml) and the reaction mixture was stirred for 30 minutes. Subsequently the reaction mixture was poured onto ice-cold water (25 ml) and extracted with ethyl acetate (25 ml). The organic layer was washed with brine and evaporated to furnish the product. Run at time 30 minute. Reactants: BrC1=NC=C(C=C1)[N+](=O)[O-] (2-Bromo-5-nitropyridine), N1CCNCC1 (piperazine). Solvent: O1CCCC1 (tetrahydrofuran). The reactants are S(=O)=O (sulfur dioxide), N(=O)[O-].[Na+] (sodium nitrite), O (water), NC=1C=CC2=C(OCC(N2C2=C(C=C(C=C2)C(F)(F)F)OC)=O)C1 (7-amino-4-(2-methoxy-4-(trifluoromethyl)phenyl)-2H-benzo[b][1,4]oxazin-3(4H)-one), Cl (hydrogen chloride), C(C)(=O)O (acetic acid), [N-]=[N+]=[N-] (azide). The reagents and catalysts are [Cu]Cl (copper(I) chloride). Solvent: [Cl-].[Na+].O (brine), CCOC(=O)C (EtOAc), CCOC(=O)C (EtOAc). Reaction conditions: temperature 0 celsius, time 3 hour. The product is COC1=C(C=CC(=C1)C(F)(F)F)N1C2=C(OCC1=O)C=C(C=C2)S(=O)(=O)Cl (4-(2-methoxy-4-(trifluoromethyl)phenyl)-3-oxo-3,4-dihydro-2H-benzo[b][1,4]oxazine-7-sulfonyl chloride). Yield: 59.6%. RXN SMILES: N[C:2]1[CH:3]=[CH:4][C:5]2[N:10]([C:11]3[CH:16]=[CH:15][C:14]([C:17]([F:20])([F:19])[F:18])=[CH:13][C:12]=3[O:21][CH3:22])[C:9](=[O:23])[CH2:8][O:7][C:6]=2[CH:24]=1.[ClH:25].C(O)(=O)C.N([O-])=O.[Na+].O.[N-]=[N+]=[N-].[S:38](=[O:40])=[O:39]>[Cl-].[Na+].O.[Cu]Cl.CCOC(C)=O>[CH3:22][O:21][C:12]1[CH:13]=[C:14]([C:17]([F:20])([F:19])[F:18])[CH:15]=[CH:16][C:11]=1[N:10]1[C:9](=[O:23])[CH2:8][O:7][C:6]2[CH:24]=[C:2]([S:38]([Cl:25])(=[O:40])=[O:39])[CH:3]=[CH:4][C:5]1=2 |f:3.4,8.9.10|. Reported procedure: Dissolve 7-amino-4-(2-methoxy-4-(trifluoromethyl)phenyl)-2H-benzo[b][1,4]oxazin-3(4H)-one (1.4 g, 4.14 mmol) in hydrogen chloride (2.096 ml, 24.83 mmol) and acetic acid (4.74 ml, 83 mmol) in a 250 mL rbf and cooled to 0° C. Added sodium nitrite (0.314 g, 4.55 mmol) dissolved in water (0.746 ml, 41.4 mmol) and let stir at 0° C. for 30 min until azide formation by LCMS. Then bubbled sulfur dioxide (0.265 g, 4.14 mmol) gas into solution for 5 minutes and added copper(I) chloride (0.205 g, 2.069 mmo... Reactants: C1CCOC1, SCc1ccccc1, CS(=O)(=O)OC1CCN(Cc2ccccc2)CC1, CCCCCC, [H-], [Na+], [Na+], [OH-]. Product: c1ccc(CSC2CCN(Cc3ccccc3)CC2)cc1. Reaction SMILES: [CH2:37]1[O:38][CH2:39][CH2:40][CH2:41]1.[CH2:3]([c:4]1[cH:5][cH:6][cH:7][cH:8][cH:9]1)[SH:10].[CH3:11][S:12]([O:13][CH:16]1[CH2:17][CH2:18][N:19]([CH2:22][c:23]2[cH:24][cH:25][cH:26][cH:27][cH:28]2)[CH2:20][CH2:21]1)(=[O:14])=[O:15].[CH3:31][CH2:32][CH2:33][CH2:34][CH2:35][CH3:36].[H-:1].[Na+:2].[Na+:30].[OH-:29]>>[CH2:3]([c:4]1[cH:5][cH:6][cH:7][cH:8][cH:9]1)[S:10][CH:16]1[CH2:17][CH2:18][N:19]([CH2:22][c:23]2[cH:24][cH:25][cH:26][cH:27][cH:28]2)[CH2:20][CH2:21]1.